Dataset: the Open Reaction Database (ORD), a public repository of structured organic reaction records. Task: describe an organic reaction: reactants, conditions, products, and yield Starting materials: [H-].[Na+] (Sodium hydride), OC1=CC=C(C=O)C=C1 (4-hydroxybenzaldehyde), COCCOCCl (2-methoxyethoxymethyl chloride). Run in CN(C=O)C (N, N-dimethylformamide). Run at time 1 hour. The product is COCCOCC1=CC=C(C=O)C=C1 (4-(methoxyethoxymethyl)benzaldehyde). Isolated yield 92.7%. Reaction SMILES: [H-].[Na+].O[C:4]1[CH:11]=[CH:10][C:7]([CH:8]=[O:9])=[CH:6][CH:5]=1.[CH3:12][O:13][CH2:14][CH2:15][O:16][CH2:17]Cl>CN(C)C=O>[CH3:12][O:13][CH2:14][CH2:15][O:16][CH2:17][C:4]1[CH:11]=[CH:10][C:7]([CH:8]=[O:9])=[CH:6][CH:5]=1 |f:0.1|. Procedure details: Sodium hydride (2.4 g (60%), 60 mmol) was added to 4-hydroxybenzaldehyde (6.0 g, 50 mmol) in N, N-dimethylformamide (100 mL). The suspension was stirred for 1 hour and then treated with 2-methoxyethoxymethyl chloride (6.8 mL, 60 mmol), and allowed to stir an additional 16 hours. The reaction was then partitioned between water and ether:ethyl acetate (1:1). The organics were then washed with water (4×), dried (potassium carbonate), and concentrated. The crude materials were then purified by silic... Reported procedure: Compound 42 (249 mg, 0.725 mmol), 2-phenyl-7-methoxy-4-quinolinol (310 mg, 1.23 mmol) and PPh3 (580 mg, 2.21 mmol) were dissolved in dry THF and the temperature was lowered to 0° C. DIAD (435 uL. 2.21 mmol) dissolved in 2 mL dry THF, was added to the mixture during five minutes. After two hours the temperature was raised to room temperature and the solution was stirred overnight. Evaporation and purification by flash column chromatography (toluene/EtOAc gradient 6:1 to 4:1) gave 43 (324 mg, 78%)... RXN SMILES: [CH3:1][O:2][C:3]([C@@H:5]1[CH2:9][C@@H:8]([OH:10])[CH2:7][C@H:6]1[C:11](=[O:24])[NH:12][C@H:13]([C:17]([O:19][C:20]([CH3:23])([CH3:22])[CH3:21])=[O:18])[CH2:14][CH2:15][CH3:16])=[O:4].[C:25]1([C:31]2[CH:40]=[C:39](O)[C:38]3[C:33](=[CH:34][C:35]([O:42][CH3:43])=[CH:36][CH:37]=3)[N:32]=2)[CH:30]=[CH:29][CH:28]=[CH:27][CH:26]=1.C1C=CC(P(C2C=CC=CC=2)C2C=CC=CC=2)=CC=1.CC(OC(/N=N/C(OC(C)C)=O)=O)C>C1COCC1>[CH3:1][O:2][C:3]([C@@H:5]1[CH2:9][C@H:8]([O:10][C:39]2[C:38]3[C:33](=[CH:34][C:35]([O:42][CH3:43])=[CH:36][CH:37]=3)[N:32]=[C:31]([C:25]3[CH:26]=[CH:27][CH:28]=[CH:29][CH:30]=3)[CH:40]=2)[CH2:7][C@H:6]1[C:11](=[O:24])[NH:12][C@H:13]([C:17]([O:19][C:20]([CH3:23])([CH3:22])[CH3:21])=[O:18])[CH2:14][CH2:15][CH3:16])=[O:4]. Yield: 77.5%. Yields the product COC(=O)[C@H]1[C@@H](C[C@H](C1)OC1=CC(=NC2=CC(=CC=C12)OC)C1=CC=CC=C1)C(N[C@@H](CCC)C(=O)OC(C)(C)C)=O ((1R,2R,4R)-2-((S)-1-tert-Butoxycarbonyl-butylcarbamoyl)-4-(7-methoxy-2-phenyl-quinolin-4-yloxy)-cyclopentanecarboxylic acid methyl ester). Conditions: time 8 hour. Solvent: C1CCOC1 (THF), C1CCOC1 (THF). Reactants: CC(C)OC(=O)/N=N/C(=O)OC(C)C (DIAD), COC(=O)[C@H]1[C@@H](C[C@@H](C1)O)C(N[C@@H](CCC)C(=O)OC(C)(C)C)=O ((1R,2R,4S)-2-((S)-1-tert-Butoxycarbonyl-butylcarbamoyl)-4-hydroxy-cyclopentanecarboxylic acid methyl ester), C1(=CC=CC=C1)C1=NC2=CC(=CC=C2C(=C1)O)OC (2-phenyl-7-methoxy-4-quinolinol), C1=CC=C(C=C1)P(C2=CC=CC=C2)C3=CC=CC=C3 (PPh3). Starting materials: COC(=O)[C@@H]1[C@]2(C)[C@@H](CC1)[C@@H]1CC[C@H]3CC=CC[C@]3(C)[C@H]1C(C2)=O (17β-methoxycarbonyl-5α-androst-2-en-11-one). Run in [OH-].[K+] (potassium hydroxide). Yields the product C[C@@]12[C@H](CC[C@H]1[C@@H]1CC[C@H]3CC=CC[C@]3(C)[C@H]1C(C2)=O)C(=O)O (5α-Androst-2-en-11-one-17β-carboxylic acid). The yield is 57.4%. As a reaction SMILES: C[O:2][C:3]([C@H:5]1[CH2:10][CH2:9][C@H:8]2[C@H:11]3[C@H:21]([C:22](=[O:24])[CH2:23][C@:6]12[CH3:7])[C@:19]1([CH3:20])[C@H:14]([CH2:15][CH:16]=[CH:17][CH2:18]1)[CH2:13][CH2:12]3)=[O:4]>[OH-].[K+]>[CH3:7][C@:6]12[CH2:23][C:22](=[O:24])[C@H:21]3[C@@H:11]([CH2:12][CH2:13][C@@H:14]4[C@:19]3([CH3:20])[CH2:18][CH:17]=[CH:16][CH2:15]4)[C@@H:8]1[CH2:9][CH2:10][C@@H:5]2[C:3]([OH:4])=[O:2] |f:1.2|. Procedure: A solution of 17β-methoxycarbonyl-5α-androst-2-en-11-one (4.6g.,) in 3% ethanolic potassium hydroxide (50 ml.) was refluxed under N2 for 36 hr. and then concentrated to small volume prior to pouring into water. After acidification the solid product was filtered, dried and recrystallised from chloroform/benzene to give the title compound (2.53 g.), m.p. 201°-214°; [α]D + 129° Starting materials: ClC=1C=CC(=NC1)COC1=CC(N(C=C1)C=1C=CC=2C3=C(N(C2C1)C)CCN(C3)C(=O)OC(C)(C)C)=O (tert-Butyl 7-(4-((5-chloropyridin-2-yl)methoxy)-2-oxopyridin-1(2H)-yl)-5-methyl-3,4-dihydro-1H-pyrido[4,3-b]indole-2(5H)-carboxylate), C1(=C(C(=C(C(=C1F)F)F)N)F)N.Cl.Cl (dihydrochloride). The product is Cl.Cl.ClC=1C=CC(=NC1)COC1=CC(N(C=C1)C=1C=CC=2C3=C(N(C2C1)C)CCNC3)=O (4-((5-Chloropyridin-2-yl)methoxy)-1-(5-methyl-2,3,4,5-tetrahydro-1H-pyrido[4,3-b]indol-7-yl)pyridin-2(1H)-one dihydrochloride). Yield: 97.0%. RXN SMILES: [Cl:1][C:2]1[CH:3]=[CH:4][C:5]([CH2:8][O:9][C:10]2[CH:15]=[CH:14][N:13]([C:16]3[CH:17]=[CH:18][C:19]4[C:20]5[CH2:29][N:28](C(OC(C)(C)C)=O)[CH2:27][CH2:26][C:21]=5[N:22]([CH3:25])[C:23]=4[CH:24]=3)[C:12](=[O:37])[CH:11]=2)=[N:6][CH:7]=1.C1(N)C(F)=C(F)C(F)=C(N)C=1F.[ClH:50].Cl>>[ClH:1].[ClH:50].[Cl:1][C:2]1[CH:3]=[CH:4][C:5]([CH2:8][O:9][C:10]2[CH:15]=[CH:14][N:13]([C:16]3[CH:17]=[CH:18][C:19]4[C:20]5[CH2:29][NH:28][CH2:27][CH2:26][C:21]=5[N:22]([CH3:25])[C:23]=4[CH:24]=3)[C:12](=[O:37])[CH:11]=2)=[N:6][CH:7]=1 |f:1.2.3,4.5.6|. Procedure details: tert-Butyl 7-(4-((5-chloropyridin-2-yl)methoxy)-2-oxopyridin-1(2H)-yl)-5-methyl-3,4-dihydro-1H-pyrido[4,3-b]indole-2(5H)-carboxylate (108 mg, 0.207 mmol) was deprotected and converted to the dihydrochloride salt according to the procedure of Example 30 (steps e and g) to provide the title compound (99 mg, 97%) as a white solid: mp 290-320° C. dec; 1H NMR (300 MHz, CD3OD) δ 8.61 (d, J=2.1 Hz, 1H), 7.95 (dd, J=8.4, 2.4 Hz, 1H), 7.62 (d, J=7.6 Hz, 2H), 7.58 (d, J=8.4 Hz, 1H), 7.47 (d, J=1.6 Hz, 1H)... The reactants are Cl.C(C)OC(C(C1=C(C(=CC(=C1)OCC)O[C@H]1COCC1)F)NC1=CC=C(C=C1)C(N)=N)=O ((RS)-(4-carbamimidoyl-phenylamino)-[5-ethoxy-2-fluoro-3-[(R)-tetrahydro-furan-3-yloxy]-phenyl]-acetic acid ethyl ester hydrochloride), [Li+].[OH-] (LiOH), Cl (HCl). Solvent: C1CCOC1 (THF). Run at temperature 0 celsius, time 2 hour. Product: C(N)(=N)C1=CC=C(C=C1)NC(C(=O)O)C1=C(C(=CC(=C1)OCC)O[C@H]1COCC1)F ((RS)-(4-carbamimidoyl-phenylamino)-[5-ethoxy-2-fluoro-3-[(R)-tetrahydro-furan-3-yloxy]-phenyl]-acetic acid). Yield: 87.6%. RXN SMILES: Cl.C([O:4][C:5](=[O:33])[CH:6]([NH:23][C:24]1[CH:29]=[CH:28][C:27]([C:30](=[NH:32])[NH2:31])=[CH:26][CH:25]=1)[C:7]1[CH:12]=[C:11]([O:13][CH2:14][CH3:15])[CH:10]=[C:9]([O:16][C@@H:17]2[CH2:21][CH2:20][O:19][CH2:18]2)[C:8]=1[F:22])C.[Li+].[OH-].Cl>C1COCC1>[C:30]([C:27]1[CH:28]=[CH:29][C:24]([NH:23][CH:6]([C:7]2[CH:12]=[C:11]([O:13][CH2:14][CH3:15])[CH:10]=[C:9]([O:16][C@@H:17]3[CH2:21][CH2:20][O:19][CH2:18]3)[C:8]=2[F:22])[C:5]([OH:33])=[O:4])=[CH:25][CH:26]=1)(=[NH:31])[NH2:32] |f:0.1,2.3|. Procedure: A suspension of 170 mg (RS)-(4-carbamimidoyl-phenylamino)-[5-ethoxy-2-fluoro-3-[(R)-tetrahydro-furan-3-yloxy]-phenyl]-acetic acid ethyl ester hydrochloride described in example 3.8 in 5 ml THF was cooled to 0° C. and treated with 1.8 ml 1N LiOH solution. The mixture was stirred for 2 hrs at 0° C., then neutralized with 1N HCl. The precipitate was filtered off and washed with H2O and Et2O to yield 129 mg of (RS)-(4-carbamimidoyl-phenylamino)-[5-ethoxy-2-fluoro-3-[(R)-tetrahydro-furan-3-yloxy]-phe... The reactants are FC(F)(F)c1cc(Br)ccc1C1CCCC1, C1CCOC1, [Li]CCCC, CN(C)C=O. Product: O=Cc1ccc(C2CCCC2)c(C(F)(F)F)c1. Reaction SMILES: [Br:1][c:2]1[cH:3][c:4]([C:13]([F:14])([F:15])[F:16])[c:5]([CH:8]2[CH2:9][CH2:10][CH2:11][CH2:12]2)[cH:6][cH:7]1.[CH2:27]1[O:28][CH2:29][CH2:30][CH2:31]1.[CH3:17][CH2:18][CH2:19][CH2:20][Li:21].[O:22]=[CH:23][N:24]([CH3:25])[CH3:26]>>[c:2]1([CH:23]=[O:22])[cH:3][c:4]([C:13]([F:14])([F:15])[F:16])[c:5]([CH:8]2[CH2:9][CH2:10][CH2:11][CH2:12]2)[cH:6][cH:7]1. Starting materials: FC1=C(C=CC=C1)S(=O)(=O)NC1=CC=C2C3C(COC2=C1C(=O)O)C3 ((1aRS,7bSR)-5-(2-fluorobenzenesulfonylamino)-1,1a,2,7b-tetrahydrocyclopropa-[c]chromene-4-carboxylic acid), C(C)N1[C@H](CCC1)CCN (2-((R)-1-ethylpyrrolidin-2-yl)ethylamine), FC1=C(C=CC=C1)S(=O)(=O)NC1=CC=C2C3C(COC2=C1C(=O)O)C3 ((1aRS,7bSR)-5-(2-fluorobenzenesulfonylamino)-1,1a,2,7b-tetrahydrocyclopropa-[c]chromene-4-carboxylic acid), C(C)N1[C@H](CCC1)CCN (2-((R)-1-ethylpyrrolidin-2-yl)ethylamine). The product is C(C)N1[C@H](CCC1)CCNC1=C(C=CC=C1)S(=O)(=O)NC1=CC=C2C3C(COC2=C1C(=O)O)C3 ((1aRS,7bSR)-5-{2-[2-((R)-1-Ethylpyrrolidin-2-yl)ethylamino]benzenesulfonyl-amino}-1,1a,2,7b-tetrahydrocyclopropa[c]chromene-4-carboxylic acid). Reaction SMILES: F[C:2]1[CH:7]=[CH:6][CH:5]=[CH:4][C:3]=1[S:8]([NH:11][C:12]1[C:21]([C:22]([OH:24])=[O:23])=[C:20]2[C:15]([CH:16]3[CH2:25][CH:17]3[CH2:18][O:19]2)=[CH:14][CH:13]=1)(=[O:10])=[O:9].[CH2:26]([N:28]1[CH2:32][CH2:31][CH2:30][C@@H:29]1[CH2:33][CH2:34][NH2:35])[CH3:27]>>[CH2:26]([N:28]1[CH2:32][CH2:31][CH2:30][C@@H:29]1[CH2:33][CH2:34][NH:35][C:2]1[CH:7]=[CH:6][CH:5]=[CH:4][C:3]=1[S:8]([NH:11][C:12]1[C:21]([C:22]([OH:24])=[O:23])=[C:20]2[C:15]([CH:16]3[CH2:25][CH:17]3[CH2:18][O:19]2)=[CH:14][CH:13]=1)(=[O:10])=[O:9])[CH3:27]. Reported procedure: Prepared by proceeding in a similar manner to Example 58, starting from (1aRS,7bSR)-5-(2-fluorobenzenesulfonylamino)-1,1a,2,7b-tetrahydrocyclopropa-[c]chromene-4-carboxylic acid (Intermediate 67) and 2-((R)-1-ethylpyrrolidin-2-yl)ethylamine (Intermediate 141).